From a dataset of the Open Reaction Database (ORD), a public repository of structured organic reaction records. describe an organic reaction: reactants, conditions, products, and yield The reactants are Cc1ccc(N)cc1, FC(F)(F)c1ccc(Cl)cc1. The reagents and catalysts are CCN=P(N=P(N(C)C)(N(C)C)N(C)C)(N(C)C)N(C)C (P2Et), CC(C)c1cc(C(C)C)c(-c2ccccc2P(C2CCCCC2)(C2CCCCC2)->[Pd]2(OS(=O)(=O)C(F)(F)F)<-Nc3ccccc3-c3ccccc32)c(C(C)C)c1 (XPhos). Run in CS(=O)C (DMSO), CS(=O)C (DMSO), CS(=O)C (DMSO), CS(=O)C (DMSO), CS(=O)C (DMSO). Conditions: temperature 60 celsius, time 16 hour. Yields the product Cc1ccc(Nc2ccc(C(F)(F)F)cc2)cc1. The yield is 26.9%. Procedure details: These solutions were added to a 384-
well source plate (80 µL per well). The Mosquito HTS liquid handling robot was used to dose
each of these solutions (200 nL each) into a 1536-well plate. Reactants: O=C(Cl)c1ccccc1, CC1(C)OC2CSC(C=O)C2O1, c1ccncc1. Yields the product CC1(C)OC2CSC(COC(=O)c3ccccc3)C2O1. RXN SMILES: [C:13]([c:14]1[cH:15][cH:16][cH:17][cH:18][cH:19]1)(=[O:20])[Cl:21].[CH3:1][C:2]1([CH3:12])[O:3][CH:4]2[CH:5]([O:6]1)[CH2:7][S:8][CH:9]2[CH:10]=[O:11].[cH:22]1[cH:23][cH:24][n:25][cH:26][cH:27]1>>[CH3:1][C:2]1([CH3:12])[O:3][CH:4]2[CH:5]([O:6]1)[CH2:7][S:8][CH:9]2[CH2:10][O:11][C:13]([c:14]1[cH:15][cH:16][cH:17][cH:18][cH:19]1)=[O:20].